This data is from the Open Reaction Database (ORD), a public repository of structured organic reaction records. The task is: describe an organic reaction: reactants, conditions, products, and yield The reactants are C(#N)C=1C=C(CN2C([C@H](CC2)NS(=O)(=O)C2=CC3=CC(=CC=C3C=C2)OC)=O)C=CC1 (7-methoxynaphthalene-2-sulfonic acid [1-(3-cyanobenzyl)-2-oxopyrrolidin-3-(S)-yl]amide), N1=C(C=CC=C1)CCl (pyridin-2-yl-methyl chloride). Product: C(#N)C=1C=C(CN2C([C@H](CC2)N(S(=O)(=O)C2=CC3=CC(=CC=C3C=C2)OC)CC2=NC=CC=C2)=O)C=CC1 (7-Methoxy-2-napthalenesulfonic acid [1-(3-cyanobenzyl)-2-oxopyrrolidin-3-(S)-yl](pyridin-2-ylmethyl)amide). As a reaction SMILES: [C:1]([C:3]1[CH:4]=[C:5]([CH:29]=[CH:30][CH:31]=1)[CH2:6][N:7]1[CH2:11][CH2:10][C@H:9]([NH:12][S:13]([C:16]2[CH:25]=[CH:24][C:23]3[C:18](=[CH:19][C:20]([O:26][CH3:27])=[CH:21][CH:22]=3)[CH:17]=2)(=[O:15])=[O:14])[C:8]1=[O:28])#[N:2].[N:32]1[CH:37]=[CH:36][CH:35]=[CH:34][C:33]=1[CH2:38]Cl>>[C:1]([C:3]1[CH:4]=[C:5]([CH:29]=[CH:30][CH:31]=1)[CH2:6][N:7]1[CH2:11][CH2:10][C@H:9]([N:12]([CH2:38][C:33]2[CH:34]=[CH:35][CH:36]=[CH:37][N:32]=2)[S:13]([C:16]2[CH:25]=[CH:24][C:23]3[C:18](=[CH:19][C:20]([O:26][CH3:27])=[CH:21][CH:22]=3)[CH:17]=2)(=[O:15])=[O:14])[C:8]1=[O:28])#[N:2]. Procedure details: The title compound is prepared as described in EXAMPLE 90, Part A using 7-methoxynaphthalene-2-sulfonic acid [1-(3-cyanobenzyl)-2-oxopyrrolidin-3-(S)-yl]amide, prepared as described in EXAMPLE 43, part A, and pyridin-2-yl-methyl chloride. The crude product is purified by column chromatography eluting with 2% MeOH/CH2Cl2 to afford the title compound as a white foam. Starting materials: C(C)OC(C(CC1=CC(=CC=C1)O)(OC1=CC=CC=C1)C)=O (3-(3-hydroxy-phenyl)-2-methyl-2-phenoxy-propionic acid ethyl ester), CN1C(N(CC1CCOS(=O)(=O)C1=CC=C(C=C1)C)CC1=CC=C(C=C1)C(F)(F)F)=O (toluene-4-sulfonic acid 2-[3-methyl-2-oxo-1-(4-trifluoromethyl-benzyl)-imidazolidin-4-yl]-ethyl ester), C(=O)([O-])[O-].[Cs+].[Cs+] (Cs2CO3). The solvent is CN(C)C=O (DMF). Conditions: temperature 65 celsius. Yields the product C(C)OC(C(CC1=CC(=CC=C1)OCCC1N(C(N(C1)CC1=CC=C(C=C1)C(F)(F)F)=O)C)(OC1=CC=C(C=C1)C(F)(F)F)C)=O (2-methyl-3-(3-{2-[3-methyl-2-oxo-1-(4-trifluoromethyl-benzyl)-imidazolidin-4-yl]-ethoxy}-phenyl)-2-(4-trifluoromethyl-phenoxy)-propionic acid ethyl ester). The yield is 116.2%. As a reaction SMILES: [CH2:1]([O:3][C:4](=[O:22])[C:5]([CH3:21])([O:14][C:15]1[CH:20]=[CH:19][CH:18]=[CH:17][CH:16]=1)[CH2:6][C:7]1[CH:12]=[CH:11][CH:10]=[C:9]([OH:13])[CH:8]=1)[CH3:2].[CH3:23][N:24]1[CH:28]([CH2:29][CH2:30]OS(C2C=CC(C)=CC=2)(=O)=O)[CH2:27][N:26]([CH2:42][C:43]2[CH:48]=[CH:47][C:46]([C:49]([F:52])([F:51])[F:50])=[CH:45][CH:44]=2)[C:25]1=[O:53].C([O-])([O-])=O.[Cs+].[Cs+]>CN(C=O)C>[CH2:1]([O:3][C:4](=[O:22])[C:5]([CH3:21])([O:14][C:15]1[CH:20]=[CH:19][C:18]([C:49]([F:52])([F:51])[F:50])=[CH:17][CH:16]=1)[CH2:6][C:7]1[CH:12]=[CH:11][CH:10]=[C:9]([O:13][CH2:30][CH2:29][CH:28]2[CH2:27][N:26]([CH2:42][C:43]3[CH:48]=[CH:47][C:46]([C:49]([F:52])([F:51])[F:50])=[CH:45][CH:44]=3)[C:25](=[O:53])[N:24]2[CH3:23])[CH:8]=1)[CH3:2] |f:2.3.4|. Procedure details: A mixture of 3-(3-hydroxy-phenyl)-2-methyl-2-phenoxy-propionic acid ethyl ester (0.100 g, 0.271 mmol), toluene-4-sulfonic acid 2-[3-methyl-2-oxo-1-(4-trifluoromethyl-benzyl)-imidazolidin-4-yl]-ethyl ester (0.136 g, 0.298 mmol) and Cs2CO3 (0.133 g, 0.408 mmol) in DMF (8 mL) was heated to 65° C. under N2 for 17 h. The reaction was cooled and quenched with 1 N HCl (10 mL) and worked up extractively with Et2O and water. The organic layer was dried (MgSO4) and the solvent removed in vacuo to afford c... The reactants are C1CCNCC1, CN(C)C=O, CN1Cc2c(-c3noc(CCl)n3)ncn2-c2ccccc2C1=O. Product: CN1Cc2c(-c3noc(CN4CCCCC4)n3)ncn2-c2ccccc2C1=O. Reaction SMILES: [CH2:24]1[CH2:25][CH2:26][NH:27][CH2:28][CH2:29]1.[CH3:30][N:31]([CH3:32])[CH:33]=[O:34].[Cl:1][CH2:2][c:3]1[n:4][c:5](-[c:8]2[n:9][cH:10][n:11]3[c:12]2[CH2:13][N:14]([CH3:23])[C:15](=[O:22])[c:16]2[c:17]-3[cH:18][cH:19][cH:20][cH:21]2)[n:6][o:7]1>>[CH2:2]([c:3]1[n:4][c:5](-[c:8]2[n:9][cH:10][n:11]3[c:12]2[CH2:13][N:14]([CH3:23])[C:15](=[O:22])[c:16]2[c:17]-3[cH:18][cH:19][cH:20][cH:21]2)[n:6][o:7]1)[N:27]1[CH2:26][CH2:25][CH2:24][CH2:29][CH2:28]1. Starting materials: ClC1=NC=CC(=N1)C=1C(=NN2C1C=CC=C2)C=2C=C(C=CC2)NC(C(F)(F)F)=O (N-{3-[3-(2-chloro-4-pyrimidinyl)pyrazolo[1,5-a]pyridin-2-yl]phenyl}-2,2,2-trifluoroacetamide), NC=1C=C(C=CC1)C1=CN=CO1 (5-(3-aminophenyl)oxazole). The reagents and catalysts are Cl (HCl). Run in CC(C)O (i-PrOH). Run at temperature 120 celsius. The product is Cl.FC(C(=O)NC1=CC(=CC=C1)C1=NN2C(C=CC=C2)=C1C1=NC(=NC=C1)NC1=CC(=CC=C1)C1=CN=CO1)(F)F (2,2,2-Trifluoro-N-{3-[3-(2-{[3-(1,3-oxazol-5-yl)phenyl]amino}-4-pyrimidinyl)pyrazolo[1,5-a]pyridin-2-yl]phenyl}acetamide hydrochloride). The yield is 98.0%. As a reaction SMILES: [Cl:1][C:2]1[N:7]=[C:6]([C:8]2[C:9]([C:17]3[CH:18]=[C:19]([NH:23][C:24](=[O:29])[C:25]([F:28])([F:27])[F:26])[CH:20]=[CH:21][CH:22]=3)=[N:10][N:11]3[CH:16]=[CH:15][CH:14]=[CH:13][C:12]=23)[CH:5]=[CH:4][N:3]=1.[NH2:30][C:31]1[CH:32]=[C:33]([C:37]2[O:41][CH:40]=[N:39][CH:38]=2)[CH:34]=[CH:35][CH:36]=1>CC(O)C.Cl>[ClH:1].[F:26][C:25]([F:28])([F:27])[C:24]([NH:23][C:19]1[CH:20]=[CH:21][CH:22]=[C:17]([C:9]2[C:8]([C:6]3[CH:5]=[CH:4][N:3]=[C:2]([NH:30][C:31]4[CH:36]=[CH:35][CH:34]=[C:33]([C:37]5[O:41][CH:40]=[N:39][CH:38]=5)[CH:32]=4)[N:7]=3)=[C:12]3[CH:13]=[CH:14][CH:15]=[CH:16][N:11]3[N:10]=2)[CH:18]=1)=[O:29] |f:4.5|. Procedure: To a mixture of N-{3-[3-(2-chloro-4-pyrimidinyl)pyrazolo[1,5-a]pyridin-2-yl]phenyl}-2,2,2-trifluoroacetamide (0.5 g, 1.2 mmol) in i-PrOH (4 mL) was added 5-(3-aminophenyl)oxazole (0.25 g, 1.56 mmol) and 2 drops of conc. HCl. The reaction was heated in a microwave to 120° C. for 40 min. and allowed to cool to rt. The resulting solid was filtered off, washed with i-PrOH and dried to give the title compound as a tan solid (0.68 g) in 98% yield. ES-LC/MS m/z=542 [M+H]+. Reactants: BrC=1C=C(C=CC1)C(CCNC(OC(C)(C)C)=O)O (tert-butyl 3-(3-bromophenyl)-3-hydroxypropylcarbamate), CC(C(C#C)O)C (4-methyl-pent-1-yn-3-ol). Product: OC(CCNC(OC(C)(C)C)=O)C1=CC(=CC=C1)C#CC(C(C)C)O (tert-butyl 3-hydroxy-3-(3-(3-hydroxy-4-methylpent-1-ynyl)phenyl)propylcarbamate). Reaction SMILES: Br[C:2]1[CH:3]=[C:4]([CH:8]([OH:19])[CH2:9][CH2:10][NH:11][C:12](=[O:18])[O:13][C:14]([CH3:17])([CH3:16])[CH3:15])[CH:5]=[CH:6][CH:7]=1.[CH3:20][CH:21]([CH3:26])[CH:22]([OH:25])[C:23]#[CH:24]>>[OH:19][CH:8]([C:4]1[CH:5]=[CH:6][CH:7]=[C:2]([C:24]#[C:23][CH:22]([OH:25])[CH:21]([CH3:26])[CH3:20])[CH:3]=1)[CH2:9][CH2:10][NH:11][C:12](=[O:18])[O:13][C:14]([CH3:17])([CH3:16])[CH3:15]. Procedure: Sonogashira reaction of 39 with 4-methyl-pent-1-yn-3-ol yielded tert-butyl 3-hydroxy-3-(3-(3-hydroxy-4-methylpent-1-ynyl)phenyl)propylcarbamate as dark brown oil. Yield (1.73 g, 81%): 1H NMR (400 MHz, CDCl3) δ 7.44 (s, 1H), 7.28-7.34 (m, 3H), 4.86 (bs, 1H), 4.72 (bs, 1H), 4.39 (t, J=6.0 Hz, 1H), 3.46-3.51 (m, 2H), 3.11-3.19 (m, 1H), 1.78-2.04 (m, 4H), 1.45 (s, 9H), 1.02 (d, J=7.2 Hz, 3H), 1.06 (d, J=7.2 Hz, 3H). The reactants are CC1=CC=2C(NC3=C(NC2S1)C=CC=C3)=S (2-methyl-4,9-dihydro-3-thia-4,9-diazabenzo[f]azulene-10-thione), CC(C[C@@H]1NCCNC1)(C)O ((S)-2-methyl-1-piperazin-2-yl-propan-2-ol). Product: CC(C[C@@H]1NCCN(C1)C1=NC2=C(NC=3SC(=CC13)C)C=CC=C2)(C)O ((S)-2-Methyl-1-[4-(2-methyl-4H-3-thia-4,9-diaza-benzo[f]azulen-10-yl)piperazin-2-yl]-propan-2-ol). Reaction SMILES: [CH3:1][C:2]1[S:11][C:10]2[NH:9][C:8]3[CH:12]=[CH:13][CH:14]=[CH:15][C:7]=3[NH:6][C:5](=S)[C:4]=2[CH:3]=1.[CH3:17][C:18]([OH:27])([CH3:26])[CH2:19][C@H:20]1[CH2:25][NH:24][CH2:23][CH2:22][NH:21]1>>[CH3:26][C:18]([OH:27])([CH3:17])[CH2:19][C@H:20]1[CH2:25][N:24]([C:5]2[C:4]3[CH:3]=[C:2]([CH3:1])[S:11][C:10]=3[NH:9][C:8]3[CH:12]=[CH:13][CH:14]=[CH:15][C:7]=3[N:6]=2)[CH2:23][CH2:22][NH:21]1. Reported procedure: In a manner similar to that described in Example 359, combine 2-methyl-4,9-dihydro-3-thia-4,9-diazabenzo[f]azulene-10-thione (0.574 g, 2.33 mmol) and (S)-2-methyl-1-piperazin-2-yl-propan-2-ol (0.369 g, 2.33 mmol) to obtain the title compound: mass spectrum (APCI): m/z=371.2 (M+1). Reactants: Cc1cc2c(c(=O)o1)C(=O)CC(C(C)C)O2, COC(C)(C)C, Cl, [Li+], [OH-], O, O. The product is Cc1cc(O)c(C(=O)C=CC(C)C)c(=O)o1. As a reaction SMILES: [CH3:1][c:2]1[cH:3][c:4]2[c:9]([c:10](=[O:12])[o:11]1)[C:8](=[O:13])[CH2:7][CH:6]([CH:14]([CH3:15])[CH3:16])[O:5]2.[CH3:22][O:23][C:24]([CH3:25])([CH3:26])[CH3:27].[ClH:21].[Li+:20].[OH-:19].[OH2:17].[OH2:18]>>[CH3:1][c:2]1[cH:3][c:4]([OH:5])[c:9]([C:8]([CH:7]=[CH:6][CH:14]([CH3:15])[CH3:16])=[O:13])[c:10](=[O:12])[o:11]1.